Dataset: the Open Reaction Database (ORD), a public repository of structured organic reaction records. Task: describe an organic reaction: reactants, conditions, products, and yield The reactants are O=C([O-])[O-], CC1CNCCN1, CN(C)C=O, O=[N+]([O-])c1ccc(Cl)nc1, [K+], [K+]. Product: CC1CN(c2ccc([N+](=O)[O-])cn2)CCN1. As a reaction SMILES: [C:1](=[O:2])([O-:3])[O-:4].[CH3:17][CH:18]1[NH:19][CH2:20][CH2:21][NH:22][CH2:23]1.[CH3:24][N:25]([CH3:26])[CH:27]=[O:28].[Cl:7][c:8]1[n:9][cH:10][c:11]([N+:14](=[O:15])[O-:16])[cH:12][cH:13]1.[K+:5].[K+:6]>>[c:8]1([N:22]2[CH2:21][CH2:20][NH:19][CH:18]([CH3:17])[CH2:23]2)[n:9][cH:10][c:11]([N+:14](=[O:15])[O-:16])[cH:12][cH:13]1. Reactants: [N+](=O)([O-])C=1C=C(CN)C=CC1 (3-nitrobenzylamine), ClC=1C2=C(N=C(N1)C=1C=NC=CC1)SC(=C2)[N+](=O)[O-] (4-chloro-2-(pyridin-3-yl)-6-nitro-thieno-[2,3-d]-pyrimidine). The product is N1=CC(=CC=C1)C=1N=C(C2=C(N1)SC(=C2)[N+](=O)[O-])NCC2=CC(=CC=C2)[N+](=O)[O-] (2-(pyridin-3-yl)-4-(3-nitrobenzylamino)-6-nitro-thieno-[2,3-d]-pyrimidine). Reaction SMILES: [N+:1]([C:4]1[CH:5]=[C:6]([CH:9]=[CH:10][CH:11]=1)[CH2:7][NH2:8])([O-:3])=[O:2].Cl[C:13]1[C:14]2[CH:27]=[C:26]([N+:28]([O-:30])=[O:29])[S:25][C:15]=2[N:16]=[C:17]([C:19]2[CH:20]=[N:21][CH:22]=[CH:23][CH:24]=2)[N:18]=1>>[N:21]1[CH:22]=[CH:23][CH:24]=[C:19]([C:17]2[N:18]=[C:13]([NH:8][CH2:7][C:6]3[CH:9]=[CH:10][CH:11]=[C:4]([N+:1]([O-:3])=[O:2])[CH:5]=3)[C:14]3[CH:27]=[C:26]([N+:28]([O-:30])=[O:29])[S:25][C:15]=3[N:16]=2)[CH:20]=1. Procedure: With the procedure of Example 1, the reaction of 3-nitrobenzylamine with 4-chloro-2-(pyridin-3-yl)-6-nitro-thieno-[2,3-d]-pyrimidine yields 2-(pyridin-3-yl)-4-(3-nitrobenzylamino)-6-nitro-thieno-[2,3-d]-pyrimidine. Starting materials: C(C)(C)(C)OC(=O)N1CCC2(CC1)CCN(CC2)C2=CC(=C(C=C2)F)Cl (9-(3-chloro-4-fluoro-phenyl)-3,9-diaza-spiro[5.5]undecane-3-carboxylic acid tert-butyl ester), C(\C=C\C(=O)O)(=O)O (fumaric acid). The product is C(\C=C\C(=O)O)(=O)O.ClC=1C=C(C=CC1F)N1CCC2(CC1)CCNCC2 (3-(3-Chloro-4-fluoro-phenyl)-3,9-diaza-spiro[5.5]undecane fumaric acid salt). As a reaction SMILES: C(OC([N:8]1[CH2:13][CH2:12][C:11]2([CH2:18][CH2:17][N:16]([C:19]3[CH:24]=[CH:23][C:22]([F:25])=[C:21]([Cl:26])[CH:20]=3)[CH2:15][CH2:14]2)[CH2:10][CH2:9]1)=O)(C)(C)C.[C:27]([OH:34])(=[O:33])/[CH:28]=[CH:29]/[C:30]([OH:32])=[O:31]>>[C:27]([OH:34])(=[O:33])/[CH:28]=[CH:29]/[C:30]([OH:32])=[O:31].[Cl:26][C:21]1[CH:20]=[C:19]([N:16]2[CH2:15][CH2:14][C:11]3([CH2:12][CH2:13][NH:8][CH2:9][CH2:10]3)[CH2:18][CH2:17]2)[CH:24]=[CH:23][C:22]=1[F:25] |f:2.3|. Procedure: Was prepared according to method C from 9-(3-chloro-4-fluoro-phenyl)-3,9-diaza-spiro[5.5]undecane-3-carboxylic acid tert-butyl ester as the fumaric acid salt. Mp. 201.4-202.2° C.